From a dataset of the Open Reaction Database (ORD), a public repository of structured organic reaction records. describe an organic reaction: reactants, conditions, products, and yield Reactants: C[Si](C)(C)CCOCCl, CCOC(C)=O, CCN(C(C)C)C(C)C, CN(C)C=O, c1cc2nc[nH]c2cn1. Product: C[Si](C)(C)CCOCn1cnc2cnccc21. RXN SMILES: [CH3:19][Si:20]([CH2:21][CH2:22][O:23][CH2:24][Cl:25])([CH3:26])[CH3:27].[CH3:33][CH2:34][O:35][C:36](=[O:37])[CH3:38].[CH:10]([N:11]([CH2:12][CH3:13])[CH:14]([CH3:15])[CH3:16])([CH3:17])[CH3:18].[O:28]=[CH:29][N:30]([CH3:31])[CH3:32].[n:1]1[cH:2][nH:3][c:4]2[c:5]1[cH:6][cH:7][n:8][cH:9]2>>[n:1]1([CH2:24][O:23][CH2:22][CH2:21][Si:20]([CH3:19])([CH3:26])[CH3:27])[cH:2][n:3][c:4]2[c:5]1[cH:6][cH:7][n:8][cH:9]2. The reactants are BrCc1ccccc1, C[O-], COC(=O)c1c(OC)cccc1SC(=O)N(C)C, CO, [Na+]. The product is COC(=O)c1c(OC)cccc1SCc1ccccc1. RXN SMILES: [Br:22][CH2:23][c:24]1[cH:25][cH:26][cH:27][cH:28][cH:29]1.[CH3:19][O-:20].[CH3:1][N:2]([C:3]([S:4][c:5]1[c:6]([C:13](=[O:14])[O:15][CH3:16])[c:7]([O:11][CH3:12])[cH:8][cH:9][cH:10]1)=[O:18])[CH3:17].[CH3:30][OH:31].[Na+:21]>>[CH2:3]([S:4][c:5]1[c:6]([C:13](=[O:14])[O:15][CH3:16])[c:7]([O:11][CH3:12])[cH:8][cH:9][cH:10]1)[c:24]1[cH:25][cH:26][cH:27][cH:28][cH:29]1. Starting materials: C(C)C=1C=C(C(C(=O)O)=CC1CC)C(=O)O (4,5-Diethylphthalic acid). The solvent is C(C)(=O)OC(C)=O (acetic anhydride). Yields the product C(C)C=1C=C2C(C(=O)OC2=O)=CC1CC (4,5-diethylphthalic anhydride). Isolated yield 22.7%. RXN SMILES: [CH2:1]([C:3]1[CH:4]=[C:5]([C:14]([OH:16])=[O:15])[C:6](=[CH:10][C:11]=1[CH2:12][CH3:13])[C:7]([OH:9])=O)[CH3:2]>C(OC(=O)C)(=O)C>[CH2:12]([C:11]1[CH:10]=[C:6]2[C:7](=[O:9])[O:16][C:14](=[O:15])[C:5]2=[CH:4][C:3]=1[CH2:1][CH3:2])[CH3:13]. Procedure: The product of above-mentioned (a) (1.5 g, 6.7 mmol) was heated under reflux in acetic anhydride (10 ml) for 1 hr. The reaction solution was concentrated under reduced pressure, and the resulting residue was dissolved in 10% aqueous sodium hydroxide solution. The insoluble materials were collected by filtration, washed with water, and dried to give 0.31 g of the title compound. RXN SMILES: C[O:2][B:3]([C:6]1[C:11](=[O:12])[C:10]([O:13]CC2C=CC=CC=2)=[CH:9][N:8]([C:21]2[CH:22]=[C:23]([C:27]3[CH:32]=[CH:31][CH:30]=[CH:29][CH:28]=3)[CH:24]=[CH:25][CH:26]=2)[CH:7]=1)[O:4]C>C1COCC1.CO.CO.[Pd]>[C:23]1([C:27]2[CH:28]=[CH:29][CH:30]=[CH:31][CH:32]=2)[CH:24]=[CH:25][CH:26]=[C:21]([N:8]2[CH:9]=[C:10]([OH:13])[C:11](=[O:12])[C:6]([B:3]([OH:2])[OH:4])=[CH:7]2)[CH:22]=1 |f:1.2|. The reagents and catalysts are [Pd] (Pd/C). The product is C1(=CC(=CC=C1)N1C=C(C(C(=C1)O)=O)B(O)O)C1=CC=CC=C1 ([1-(biphenyl-3-yl)-5-hydroxy-4-oxo-1,4-dihydropyridin-3-yl]boronic acid). Reactants: COB(OC)C1=CN(C=C(C1=O)OCC1=CC=CC=C1)C=1C=C(C=CC1)C1=CC=CC=C1 (dimethyl[5-(benzyloxy)-1-(biphenyl-3-yl)-4-oxo-1,4-dihydropyridin-3-yl]boronate). Procedure: Lithium chloride (515 mg, 12.1 mmol) in a 25 mL round bottom flask under high vacuum was heated with a heat gun until a free flowing granular solid was obtained (˜5 min). The flask was cooled to room temperature, purged with N2, and treated with isopropylmagnesium chloride (6.1 mL of a 2 M solution in THF). After stirring at room temperature for 1 h, the mixture was cooled to −10° C. and treated with 3-(benzyloxy)-1-(biphenyl-3-yl)-5-bromopyridin-4(1H)-one (1.05 g, 2.4 mmol) as a suspension in 3... Run in C1CCOC1.CO (THF MeOH), CO (MeOH). Starting materials: [Br-], C1CCOC1, CON(C)C(=O)c1cn(Cc2cccc(Br)n2)c2ccccc2c1=O, Fc1cc([Mg+])ccc1Cl. Product: O=C(c1ccc(Cl)c(F)c1)c1cn(Cc2cccc(Br)n2)c2ccccc2c1=O. As a reaction SMILES: [Br-:26].[CH2:36]1[O:37][CH2:38][CH2:39][CH2:40]1.[CH3:1][O:2][N:3]([C:4](=[O:5])[c:6]1[cH:7][n:8]([CH2:17][c:18]2[n:19][c:20]([Br:24])[cH:21][cH:22][cH:23]2)[c:9]2[cH:10][cH:11][cH:12][cH:13][c:14]2[c:15]1=[O:16])[CH3:25].[Cl:27][c:28]1[c:29]([F:35])[cH:30][c:31]([Mg+:34])[cH:32][cH:33]1>>[C:4](=[O:5])([c:6]1[cH:7][n:8]([CH2:17][c:18]2[n:19][c:20]([Br:24])[cH:21][cH:22][cH:23]2)[c:9]2[cH:10][cH:11][cH:12][cH:13][c:14]2[c:15]1=[O:16])[c:31]1[cH:30][c:29]([F:35])[c:28]([Cl:27])[cH:33][cH:32]1. Reactants: COC(C1=CC=C(C=C1)I)=O (methyl-4-iodobenzoate), C(C=C)O (allyl alcohol). Yields the product COC(C1=CC=C(C=C1)CCC=O)=O (4-(3-Oxo-propyl)-benzoic acid methyl ester). RXN SMILES: [CH3:1][O:2][C:3](=[O:11])[C:4]1[CH:9]=[CH:8][C:7](I)=[CH:6][CH:5]=1.[CH2:12]([OH:15])[CH:13]=[CH2:14]>>[CH3:1][O:2][C:3](=[O:11])[C:4]1[CH:9]=[CH:8][C:7]([CH2:14][CH2:13][CH:12]=[O:15])=[CH:6][CH:5]=1. Procedure details: A process disclosed in U.S. patent application Ser. No. 10/302,636 for making 4-{3-[1-benzhydryl-5-chloro-2-(2-{[3,4-dichlorobenzyl)sulfonyl]amino}ethyl)-1H-indol-3-yl]propyl}benzoic acid may be summarized as follows: methyl-4-iodobenzoate is reacted with allyl alcohol to provide 4-(3-Oxo-propyl)-benzoic acid methyl ester, which is then reacted with 5-chloro-2-methylindole to yield 4-[3-(5-chloro-2-methylindol-3-yl)propyl]benzoic acid methyl ester; this product is reacted with benzhydryl bromide...